This data is from the Open Reaction Database (ORD), a public repository of structured organic reaction records. The task is: describe an organic reaction: reactants, conditions, products, and yield Starting materials: COc1ccc(CN2CCc3c(c(C)c(-c4ccc(Cl)cc4)n3-c3ccc(Cl)cc3Cl)C2=O)c(OC)c1, O=C(O)C(F)(F)F. The product is Cc1c2c(n(-c3ccc(Cl)cc3Cl)c1-c1ccc(Cl)cc1)CCNC2=O. Reaction SMILES: [Cl:1][c:2]1[cH:3][cH:4][c:5](-[c:8]2[c:9]([CH3:37])[c:10]3[c:15]([n:16]2-[c:17]2[c:18]([Cl:24])[cH:19][c:20]([Cl:23])[cH:21][cH:22]2)[CH2:14][CH2:13][N:12]([CH2:25][c:26]2[cH:27][cH:28][c:29]([O:30][CH3:31])[cH:32][c:33]2[O:34][CH3:35])[C:11]3=[O:36])[cH:6][cH:7]1.[OH:38][C:39]([C:40]([F:41])([F:42])[F:43])=[O:44]>>[Cl:1][c:2]1[cH:3][cH:4][c:5](-[c:8]2[c:9]([CH3:37])[c:10]3[c:15]([n:16]2-[c:17]2[c:18]([Cl:24])[cH:19][c:20]([Cl:23])[cH:21][cH:22]2)[CH2:14][CH2:13][NH:12][C:11]3=[O:36])[cH:6][cH:7]1. Starting materials: ClC=1N=C2C(=C(C=NC2=CC1)S(=O)(=O)C)N[C@@H]1CC[C@H](CC1)CN(C)C (6-chloro-N-{trans-4-[(dimethylamino)methyl]-cyclohexyl}-3-(methylsulfonyl)-1,5-naphthyridin-4-amine), ClC1=C(C(=CC(=C1)B1OC(C(O1)(C)C)(C)C)OC)O (2-chloro-6-methoxy-4-(4,4,5,5-tetramethyl-1,3,2-dioxaborolan-2-yl)phenol), C1(=C(C(=C(C(=C1F)F)F)N)F)N.Cl.Cl (dihydrochloride). Yields the product Cl.Cl.ClC=1C=C(C=C(C1O)OC)C=1N=C2C(=C(C=NC2=CC1)S(=O)(=O)C)N[C@@H]1CC[C@H](CC1)CN(C)C (6-(3-Chloro-4-hydroxy-5-methoxyphenyl)-4-{trans-4-[(dimethylamino)methyl]-cyclohexylamino}-3-methylsulfonyl-1,5-naphthyridine-dihydrochloride). Yield: 77.7%. As a reaction SMILES: [Cl:1][C:2]1[N:3]=[C:4]2[C:9](=[CH:10][CH:11]=1)[N:8]=[CH:7][C:6]([S:12]([CH3:15])(=[O:14])=[O:13])=[C:5]2[NH:16][C@H:17]1[CH2:22][CH2:21][C@H:20]([CH2:23][N:24]([CH3:26])[CH3:25])[CH2:19][CH2:18]1.[Cl:27][C:28]1[CH:33]=[C:32](B2OC(C)(C)C(C)(C)O2)[CH:31]=[C:30]([O:43][CH3:44])[C:29]=1[OH:45].C1(N)C(F)=C(F)C(F)=C(N)C=1F.Cl.Cl>>[ClH:1].[ClH:27].[Cl:27][C:28]1[CH:33]=[C:32]([C:2]2[N:3]=[C:4]3[C:9](=[CH:10][CH:11]=2)[N:8]=[CH:7][C:6]([S:12]([CH3:15])(=[O:14])=[O:13])=[C:5]3[NH:16][C@H:17]2[CH2:18][CH2:19][C@H:20]([CH2:23][N:24]([CH3:25])[CH3:26])[CH2:21][CH2:22]2)[CH:31]=[C:30]([O:43][CH3:44])[C:29]=1[OH:45] |f:2.3.4,5.6.7|. Procedure: Following general procedure II, 6-chloro-N-{trans-4-[(dimethylamino)methyl]-cyclohexyl}-3-(methylsulfonyl)-1,5-naphthyridin-4-amine (24 mg, 0.061 mmol) was reacted with 2-chloro-6-methoxy-4-(4,4,5,5-tetramethyl-1,3,2-dioxaborolan-2-yl)phenol (28 mg, 0.10 mmol) followed by formation of the dihydrochloride salt to afford the desired product (23 mg, 64%) as a yellow solid: 1H NMR (500 MHz, CD3OD) δ 8.89 (s, 1H), 8.54 (d, J=9.1 Hz, 1H), 8.34 (d, J=9.0 Hz, 1H), 7.83 (d, J=2.0 Hz, 1H), 7.60 (d, J=2.0 ... Reactants: CC(C)(C)OC(=O)N1CCC(O)C1, CI. The product is COC1CCN(C(=O)OC(C)(C)C)C1. As a reaction SMILES: [C:1]([CH3:2])([CH3:3])([CH3:4])[O:5][C:6](=[O:7])[N:8]1[CH2:9][CH:10]([OH:13])[CH2:11][CH2:12]1.[CH3:14][I:15]>>[C:1]([CH3:2])([CH3:3])([CH3:4])[O:5][C:6](=[O:7])[N:8]1[CH2:9][CH:10]([O:13][CH3:14])[CH2:11][CH2:12]1. Reactants: Nc1cc(Br)cc2nc(-c3ccccn3)nn12, CN1CCCC1=O, Oc1ccccc1. Product: Nc1cc(Oc2ccccc2)cc2nc(-c3ccccn3)nn12. As a reaction SMILES: [Br:1][c:2]1[cH:3][c:4]2[n:5]([c:6]([NH2:8])[cH:7]1)[n:9][c:10](-[c:12]1[n:13][cH:14][cH:15][cH:16][cH:17]1)[n:11]2.[CH3:25][N:26]1[CH2:27][CH2:28][CH2:29][C:30]1=[O:31].[OH:18][c:19]1[cH:20][cH:21][cH:22][cH:23][cH:24]1>>[c:2]1([O:18][c:19]2[cH:20][cH:21][cH:22][cH:23][cH:24]2)[cH:3][c:4]2[n:5]([c:6]([NH2:8])[cH:7]1)[n:9][c:10](-[c:12]1[n:13][cH:14][cH:15][cH:16][cH:17]1)[n:11]2. Starting materials: COC(=O)C(C)NCC(OC)OC, CC(C)=O, O=C(Cl)OCc1ccccc1, [Na+], O, O=C([O-])O. Yields the product COC(=O)C(C)N(CC(OC)OC)C(=O)OCc1ccccc1. Reaction SMILES: [CH3:12][O:13][C:14]([CH:15]([CH3:16])[NH:17][CH2:18][CH:19]([O:20][CH3:21])[O:22][CH3:23])=[O:24].[CH3:30][C:31](=[O:32])[CH3:33].[Cl:1][C:2](=[O:3])[O:4][CH2:5][c:6]1[cH:7][cH:8][cH:9][cH:10][cH:11]1.[Na+:25].[OH2:34].[OH:26][C:27](=[O:28])[O-:29]>>[C:2](=[O:3])([O:4][CH2:5][c:6]1[cH:7][cH:8][cH:9][cH:10][cH:11]1)[N:17]([CH:15]([C:14]([O:13][CH3:12])=[O:24])[CH3:16])[CH2:18][CH:19]([O:20][CH3:21])[O:22][CH3:23]. The reactants are FCC(C(O)(C1=CC(=CC=C1)C(F)(F)F)C1=CC(=C(C=C1)NC)C)(CF)CF (2,2,2-Trifluoromethyl-1-(3-methyl-4-methylaminophenyl)-1-(3-trifluoromethyl-phenyl)-ethanol), C1(=CC=CC=C1)S(=O)(=O)Cl (benzenesulfonyl chloride). Yields the product CN(S(=O)(=O)C1=CC=CC=C1)C1=C(C=C(C=C1)C(C(F)(F)F)(C1=CC(=CC=C1)C(F)(F)F)O)C (N-Methyl-N-{2-methyl-4-[2,2,2-trifluoro-1-hydroxy-1-(3-trifluoromethyl-phenyl)-ethyl]-phenyl}-benzenesulfonamide). Reaction SMILES: FCC(CF)(CF)[C:4]([C:16]1[CH:21]=[CH:20][C:19]([NH:22][CH3:23])=[C:18]([CH3:24])[CH:17]=1)([C:6]1[CH:11]=[CH:10][CH:9]=[C:8]([C:12]([F:15])([F:14])[F:13])[CH:7]=1)[OH:5].[C:29]1([S:35](Cl)(=[O:37])=[O:36])[CH:34]=[CH:33][CH:32]=[CH:31][CH:30]=1>>[CH3:23][N:22]([C:19]1[CH:20]=[CH:21][C:16]([C:4]([OH:5])([C:6]2[CH:11]=[CH:10][CH:9]=[C:8]([C:12]([F:15])([F:14])[F:13])[CH:7]=2)[C:12]([F:15])([F:14])[F:13])=[CH:17][C:18]=1[CH3:24])[S:35]([C:29]1[CH:34]=[CH:33][CH:32]=[CH:31][CH:30]=1)(=[O:37])=[O:36]. Procedure details: The title compound was prepared from 2,2,2-trifluoromethyl-1-(3-methyl-4-methylaminophenyl)-1-(3-trifluoromethyl-phenyl)-ethanol (Step A) and benzenesulfonyl chloride using the procedure described in Example 1, Step D. 1H-NMR (CDCl3) δ 2.41 (s, 3H), 3.15 (s, 3H), 6.64 (d, J=8.4 Hz, 1H), 7.18 (brs, 1H), 7.42 (brs, 1H), 7.52–7.56 (m, 3H), 7.63–7.67 (m, 3H), 7.73 (d, J=8.5 Hz, 2H), 7.82 (s, 1H). Mass Spectrum (CI+) m/e=526.0 (M+23). The reactants are C(C1=CC=CC=C1)OC1=CC(N(C=C1)CCC1=CC=C(C=C1)CN1CCCC1)=O (4-benzyloxy-1-[2-(4-pyrrolidin-1-ylmethyl-phenyl)-ethyl]-1H-pyridin-2-one). Reagents/catalysts: [Rh] (Rh/C). Run in CO (MeOH). Run at time 11 hour. The product is OC1=CC(N(C=C1)CCC1=CC=C(C=C1)CN1CCCC1)=O (4-Hydroxy-1-[2-(4-pyrrolidin-1-ylmethyl-phenyl)-ethyl]-1H-pyridin-2-one). RXN SMILES: C([O:8][C:9]1[CH:14]=[CH:13][N:12]([CH2:15][CH2:16][C:17]2[CH:22]=[CH:21][C:20]([CH2:23][N:24]3[CH2:28][CH2:27][CH2:26][CH2:25]3)=[CH:19][CH:18]=2)[C:11](=[O:29])[CH:10]=1)C1C=CC=CC=1>CO.[Rh]>[OH:8][C:9]1[CH:14]=[CH:13][N:12]([CH2:15][CH2:16][C:17]2[CH:22]=[CH:21][C:20]([CH2:23][N:24]3[CH2:28][CH2:27][CH2:26][CH2:25]3)=[CH:19][CH:18]=2)[C:11](=[O:29])[CH:10]=1. Reported procedure: To 1.20 g (3.09 mmol) 4-benzyloxy-1-[2-(4-pyrrolidin-1-ylmethyl-phenyl)-ethyl]-1H-pyridin-2-one (example 1.4) in 80 mL MeOH is added 400 mg Rh/C. The reaction mixture is stirred under a hydrogen atmosphere of 3500 hPa at RT for 11 h. The catalyst is removed by filtration and the solvent is evaporated. The residue is purified by reverse HPLC chromatography (Zorbax stable bond, C18; water (0.1% formic acid)/acetonitrile 95:5 to 10:90). Starting materials: C(C)(C)(C)OC(NC=1SC[C@H]2[C@@](N1)(CO[C@@H]2C(F)(F)F)C2=C(C(=CC(=C2)N)F)F)=O (tert-butyl[(4aS,5S,7aS)-7a-(5-amino-2,3-difluorophenyl)-5-trifluoromethyl-4a,5,7,7a-tetrahydro-4H-furo[3,4-d][1,3]thiazin-2-yl]carbamate), FC(C=1N=CC(=NC1)C(=O)O)F (5-difluoromethyl-pyrazine-2-carboxylic acid). Product: NC=1SC[C@H]2[C@@](N1)(CO[C@@H]2C(F)(F)F)C=2C=C(C=C(C2F)F)NC(=O)C2=NC=C(N=C2)C(F)F (N-(3-((4aS,5S,7aS)-2-amino-5-(trifluoromethyl)-4a,5,7,7a-tetrahydro-4H-furo[3,4-d][1,3]thiazin-7a-yl)-4,5-difluorophenyl)-5-(difluoromethyl)pyrazine-2-carboxamide). As a reaction SMILES: C(OC(=O)[NH:7][C:8]1[S:9][CH2:10][C@@H:11]2[C@@H:16]([C:17]([F:20])([F:19])[F:18])[O:15][CH2:14][C@:12]2([C:21]2[CH:26]=[C:25]([NH2:27])[CH:24]=[C:23]([F:28])[C:22]=2[F:29])[N:13]=1)(C)(C)C.[F:31][CH:32]([F:42])[C:33]1[N:34]=[CH:35][C:36]([C:39](O)=[O:40])=[N:37][CH:38]=1>>[NH2:7][C:8]1[S:9][CH2:10][C@@H:11]2[C@@H:16]([C:17]([F:19])([F:18])[F:20])[O:15][CH2:14][C@:12]2([C:21]2[CH:26]=[C:25]([NH:27][C:39]([C:36]3[CH:35]=[N:34][C:33]([CH:32]([F:42])[F:31])=[CH:38][N:37]=3)=[O:40])[CH:24]=[C:23]([F:28])[C:22]=2[F:29])[N:13]=1. Procedure details: Synthesized from tert-butyl[(4aS,5S,7aS)-7a-(5-amino-2,3-difluorophenyl)-5-trifluoromethyl-4a,5,7,7a-tetrahydro-4H-furo[3,4-d][1,3]thiazin-2-yl]carbamate and 5-difluoromethyl-pyrazine-2-carboxylic acid according to the general procedure. 1H NMR (400 MHz, CDCl3) δ ppm 2.90 (dd, J=13.8, 3.7 Hz, 1 H), 3.19 (dd, J=13.8, 2.7 Hz, 1 H), 3.31-3.49 (m, 1 H), 3.95 (d, J=7.6 Hz, 1 H), 4.44-5.15 (m, 4 H), 6.81 (t, J=55.8 Hz, 4 H), 7.22-7.35 (m, 1 H), 8.08 (ddd, J=11.2, 6.8, 2.7 Hz, 1 H), 8.94 (s, 1 H), 9.53... As a reaction SMILES: [Ag+:90].[C:1]([CH3:2])(=[O:3])[NH:4][CH:5]1[CH:6]([O:7][CH2:8][c:9]2[cH:10][cH:11][cH:12][cH:13][cH:14]2)[O:15][CH:16]([CH2:24][O:25][CH2:26][c:27]2[cH:28][cH:29][cH:30][cH:31][cH:32]2)[CH:17]([OH:23])[CH:18]1[O:19][CH2:20][CH:21]=[CH2:22].[C:42]([CH3:43])(=[O:44])[O:45][CH:46]1[CH:47]([N:62]2[C:63](=[O:72])[c:64]3[c:65]([cH:68][cH:69][cH:70][cH:71]3)[C:66]2=[O:67])[CH:48]([Cl:61])[O:49][CH:50]([CH2:56][O:57][C:58]([CH3:59])=[O:60])[CH:51]1[O:52][C:53]([CH3:54])=[O:55].[CH:78]([Cl:79])([Cl:80])[Cl:81].[Cl-:73].[F:82][C:83]([F:84])([F:85])[S:86]([O-:87])(=[O:88])=[O:89].[N+:74]([CH3:75])([O-:76])=[O:77].[n:33]1[c:34]([CH3:35])[cH:36][c:37]([CH3:38])[cH:39][c:40]1[CH3:41]>>[C:1]([CH3:2])(=[O:3])[NH:4][CH:5]1[CH:6]([O:7][CH2:8][c:9]2[cH:10][cH:11][cH:12][cH:13][cH:14]2)[O:15][CH:16]([CH2:24][O:25][CH2:26][c:27]2[cH:28][cH:29][cH:30][cH:31][cH:32]2)[CH:17]([O:23][CH:48]2[CH:47]([N:62]3[C:63](=[O:72])[c:64]4[c:65]([cH:68][cH:69][cH:70][cH:71]4)[C:66]3=[O:67])[CH:46]([O:45][C:42]([CH3:43])=[O:44])[CH:51]([O:52][C:53]([CH3:54])=[O:55])[CH:50]([CH2:56][O:57][C:58]([CH3:59])=[O:60])[O:49]2)[CH:18]1[O:19][CH2:20][CH:21]=[CH2:22]. Starting materials: [Ag+], C=CCOC1C(O)C(COCc2ccccc2)OC(OCc2ccccc2)C1NC(C)=O, CC(=O)OCC1OC(Cl)C(N2C(=O)c3ccccc3C2=O)C(OC(C)=O)C1OC(C)=O, ClC(Cl)Cl, [Cl-], O=S(=O)([O-])C(F)(F)F, C[N+](=O)[O-], Cc1cc(C)nc(C)c1. The product is C=CCOC1C(NC(C)=O)C(OCc2ccccc2)OC(COCc2ccccc2)C1OC1OC(COC(C)=O)C(OC(C)=O)C(OC(C)=O)C1N1C(=O)c2ccccc2C1=O. Reactants: Cl (hydrochloric acid), B.C1CCOC1 (borane THF), C1CCOC1 (THF), C(C1=CC=CC=C1)N1C(C(N(CC1)C1=CC(=C(C#N)C=C1)C(F)(F)F)CC)=O (4-(4-benzyl-2-ethyl-3-oxopiperazin-1-yl)-2-trifluoromethylbenzonitrile). Run in CO (methanol). Run at time 4 hour. The product is C(C1=CC=CC=C1)N1CC(N(CC1)C1=CC(=C(C#N)C=C1)C(F)(F)F)CC (4-(4-Benzyl-2-ethylpiperazin-1-yl)-2-trifluoromethylbenzonitrile). Isolated yield 47.3%. RXN SMILES: B.C1COCC1.C1COCC1.[CH2:12]([N:19]1[CH2:24][CH2:23][N:22]([C:25]2[CH:32]=[CH:31][C:28]([C:29]#[N:30])=[C:27]([C:33]([F:36])([F:35])[F:34])[CH:26]=2)[CH:21]([CH2:37][CH3:38])[C:20]1=O)[C:13]1[CH:18]=[CH:17][CH:16]=[CH:15][CH:14]=1.Cl>CO>[CH2:12]([N:19]1[CH2:24][CH2:23][N:22]([C:25]2[CH:32]=[CH:31][C:28]([C:29]#[N:30])=[C:27]([C:33]([F:36])([F:34])[F:35])[CH:26]=2)[CH:21]([CH2:37][CH3:38])[CH2:20]1)[C:13]1[CH:14]=[CH:15][CH:16]=[CH:17][CH:18]=1 |f:0.1|. Procedure details: At 0° C., 5 ml of 1 M borane-THF solution was added dropwise to 30 ml of anhydrous THF solution containing 1.47 g of 4-(4-benzyl-2-ethyl-3-oxopiperazin-1-yl)-2-trifluoromethylbenzonitrile synthesized in Reference Example 5-1, and the mixture was stirred for 4 hours. After addition of 10 ml of methanol and 38 ml of 1 N hydrochloric acid to the mixture with stirring, the reaction solution was evaporated under reduced pressure, the resulting residue was neutralized with saturated sodium bicarbonate...